Dataset: the Open Reaction Database (ORD), a public repository of structured organic reaction records. Task: describe an organic reaction: reactants, conditions, products, and yield Reactants: [BH4-], C1CCOC1, CO, Nc1c(C(=O)O)cccc1[N+](=O)[O-], [Na+]. Yields the product Nc1c(CO)cccc1[N+](=O)[O-]. As a reaction SMILES: [BH4-:14].[CH2:18]1[O:19][CH2:20][CH2:21][CH2:22]1.[CH3:16][OH:17].[NH2:1][c:2]1[c:3]([C:4](=[O:5])[OH:6])[cH:7][cH:8][cH:9][c:10]1[N+:11](=[O:12])[O-:13].[Na+:15]>>[NH2:1][c:2]1[c:3]([CH2:4][OH:5])[cH:7][cH:8][cH:9][c:10]1[N+:11](=[O:12])[O-:13]. The reactants are CN(C)C=O (DMF), FC(C1=CC=2N(C=C1)C(=CN2)C(=O)O)(F)F (7-(trifluoromethyl)imidazo[1,2-a]pyridine-3-carboxylic acid), NC=1C=C(C=CC1C)C1=NOC(=N1)C1CN(C1)C(=O)OC (methyl 3-(3-(3-amino-4-methylphenyl)-1,2,4-oxadiazol-5-yl)azetidine-1-carboxylate). The solvent is ClCCl (dichloromethane), N1=CC=CC=C1 (pyridine). Conditions: temperature 0 celsius, time 1.5 hour. Product: CC1=C(C=C(C=C1)C1=NOC(=N1)C1CN(C1)C(=O)OC)NC(=O)C1=CN=C2N1C=CC(=C2)C(F)(F)F (methyl 3-(3-(4-methyl-3-(7-(trifluoromethyl)imidazo[1,2-a]pyridine-3-carboxamido)phenyl)-1,2,4-oxadiazol-5-yl)azetidine-1-carboxylate). As a reaction SMILES: [F:1][C:2]([F:16])([F:15])[C:3]1[CH:8]=[CH:7][N:6]2[C:9]([C:12]([OH:14])=O)=[CH:10][N:11]=[C:5]2[CH:4]=1.CN(C=O)C.[NH2:22][C:23]1[CH:24]=[C:25]([C:30]2[N:34]=[C:33]([CH:35]3[CH2:38][N:37]([C:39]([O:41][CH3:42])=[O:40])[CH2:36]3)[O:32][N:31]=2)[CH:26]=[CH:27][C:28]=1[CH3:29]>ClCCl.N1C=CC=CC=1>[CH3:29][C:28]1[CH:27]=[CH:26][C:25]([C:30]2[N:34]=[C:33]([CH:35]3[CH2:36][N:37]([C:39]([O:41][CH3:42])=[O:40])[CH2:38]3)[O:32][N:31]=2)=[CH:24][C:23]=1[NH:22][C:12]([C:9]1[N:6]2[CH:7]=[CH:8][C:3]([C:2]([F:1])([F:16])[F:15])=[CH:4][C:5]2=[N:11][CH:10]=1)=[O:14]. Procedure details: To a stirring suspension of 7-(trifluoromethyl)imidazo[1,2-a]pyridine-3-carboxylic acid (24) (89 mg, 0.387 mmol) in anhydrous dichloromethane (3 mL) at 0° C. under Argon oxalyl chloride (34 uL, 0.407 mmol) was added dropwise. Then, a drop of anhydrous DMF was added and the reaction mixture was stirred at 0° C. for 1.5 hours. The solvent was concentrated and the crude solid was added to a stirring solution of methyl 3-(3-(3-amino-4-methylphenyl)-1,2,4-oxadiazol-5-yl)azetidine-1-carboxylate (31) (... The reactants are CN, C1CCOC1, O=C(O)Cc1ccc2c(c1)CCC2=O. The product is CNC(=O)Cc1ccc2c(c1)CCC2=O. Reaction SMILES: [CH3:15][NH2:16].[O:17]1[CH2:18][CH2:19][CH2:20][CH2:21]1.[O:1]=[C:2]1[CH2:3][CH2:4][c:5]2[cH:6][c:7]([CH2:11][C:12](=[O:13])[OH:14])[cH:8][cH:9][c:10]21>>[O:1]=[C:2]1[CH2:3][CH2:4][c:5]2[cH:6][c:7]([CH2:11][C:12](=[O:14])[NH:16][CH3:15])[cH:8][cH:9][c:10]21. The reactants are Cl (HCl), C(C)(C)(C)OC(=O)N1C=2C(N=C(NC2NCC1C(C(C)OC(C(C(C)C)NC(=O)OC(C)(C)C)=O)O)N=CN(C)C)=O (6-[2-(2-tert-Butoxycarbonylamino-3-methyl-butyryloxy)-1-hydroxy-propyl]-2-(dimethylamino-methyleneamino)-4-oxo-4,6,7,8-tetrahydro-1H-pteridine-5-carboxylic acid tert-butyl ester), C([O-])(O)=O.[Na+] (sodium bicarbonate). Solvent: C(Cl)Cl (DCM), C(C)#N (acetonitrile). Yields the product C(C)(C)(C)OC(=O)N1C=2C(N=C(NC2NCC1C(C(C)OC(C(C(C)C)NC(=O)OC(C)(C)C)=O)O)N)=O (2-Amino-6-[2-(2-tert-butoxycarbonylamino-3-methyl-butyryloxy)-1-hydroxy-propyl]4-oxo-4,6,7,8-tetrahydro-1H-pteridine-5-carboxylic acid tert-butyl ester). The yield is 63.0%. Reaction SMILES: [C:1]([O:5][C:6]([N:8]1[CH:17]([CH:18]([OH:36])[CH:19]([O:21][C:22](=[O:35])[CH:23]([NH:27][C:28]([O:30][C:31]([CH3:34])([CH3:33])[CH3:32])=[O:29])[CH:24]([CH3:26])[CH3:25])[CH3:20])[CH2:16][NH:15][C:14]2[NH:13][C:12]([N:37]=CN(C)C)=[N:11][C:10](=[O:42])[C:9]1=2)=[O:7])([CH3:4])([CH3:3])[CH3:2].Cl.C(=O)(O)[O-].[Na+]>C(#N)C.C(Cl)Cl>[C:1]([O:5][C:6]([N:8]1[CH:17]([CH:18]([OH:36])[CH:19]([O:21][C:22](=[O:35])[CH:23]([NH:27][C:28]([O:30][C:31]([CH3:34])([CH3:33])[CH3:32])=[O:29])[CH:24]([CH3:26])[CH3:25])[CH3:20])[CH2:16][NH:15][C:14]2[NH:13][C:12]([NH2:37])=[N:11][C:10](=[O:42])[C:9]1=2)=[O:7])([CH3:4])([CH3:2])[CH3:3] |f:2.3|. Reported procedure: The product of step c) (3.1 g, 5.15 mmol) was dissolved in acetonitrile (ACN, 130 ml) and treated with 1N HCl (13 ml, 13 mmol). The mixture was stirred at room temperature until no starting material was present (˜18 h). The reaction mixture was neutralized by addition of a saturated solution of sodium bicarbonate. The solvent was then evaporated in vacuo (temp <40° C.) to give a light yellow solid. The solid was slurried in DCM (50 ml) and filtered. The filtrate was evaporated and the residue pu... The reactants are ClC=1C=C2C(N(C(NC2=CC1)=O)CC(F)(F)F)(C(F)(F)F)C1=CC=CC=C1 (6-chloro-4-phenyl-3-(2,2,2-trifluoroethyl)-4-(trifluoromethyl)-3,4-dihydroquinazolin-2(1H)-one), ClC=1C=C2C(N(C(NC2=CC1)=O)CC(F)(F)F)(C(F)(F)F)O (6-chloro-4-hydroxy-3-(2,2,2-trifluoroethyl)-4-(trifluoromethyl)-3,4-dihydroquinazolin-2(1H)-one), C(C=C)[Mg]Br (allyl magnesium bromide). Product: C(C=C)C1(N(C(NC2=CC=C(C=C12)Cl)=O)CC(F)(F)F)C(F)(F)F (4-allyl-6-chloro-3-(2,2,2-trifluoroethyl)-4-(trifluoromethyl)-3,4-dihydroquinazolin-2(1H)-one). As a reaction SMILES: [Cl:1][C:2]1[CH:3]=[C:4]2[C:9](=[CH:10][CH:11]=1)[NH:8][C:7](=[O:12])[N:6]([CH2:13][C:14]([F:17])([F:16])[F:15])[C:5]2([C:22]1C=CC=[CH:24][CH:23]=1)[C:18]([F:21])([F:20])[F:19].ClC1C=C2C(=CC=1)NC(=O)N(CC(F)(F)F)C2(O)C(F)(F)F.C([Mg]Br)C=C>>[CH2:22]([C:5]1([C:18]([F:20])([F:21])[F:19])[C:4]2[C:9](=[CH:10][CH:11]=[C:2]([Cl:1])[CH:3]=2)[NH:8][C:7](=[O:12])[N:6]1[CH2:13][C:14]([F:15])([F:17])[F:16])[CH:23]=[CH2:24]. Procedure details: Utilizing the general procedure outlined for 6-chloro-4-phenyl-3-(2,2,2-trifluoroethyl)-4-(trifluoromethyl)-3,4-dihydroquinazolin-2(1H)-one, 6-chloro-4-hydroxy-3-(2,2,2-trifluoroethyl)-4-(trifluoromethyl)-3,4-dihydroquinazolin-2(1H)-one (374 mg, 1.1 mmol) was reacted with 1.0M allyl magnesium bromide (6.4 ml, 6.4 mmol) to afford 4-allyl-6-chloro-3-(2,2,2-trifluoroethyl)-4-(trifluoromethyl)-3,4-dihydroquinazolin-2(1H)-one as a colorless oil. 1H NMR (CDCl3, 400 MHz) δ 9.88 (s, 1H), 7.29 (dd, J=2.4... Reactants: CO, NC(CC(=O)O)c1ccccc1, O=S(=O)(O)O. Yields the product COC(=O)CC(N)c1ccccc1. Reaction SMILES: [CH3:18][OH:19].[NH2:1][CH:2]([CH2:3][C:4](=[O:5])[OH:6])[c:7]1[cH:8][cH:9][cH:10][cH:11][cH:12]1.[S:13](=[O:14])(=[O:15])([OH:16])[OH:17]>>[NH2:1][CH:2]([CH2:3][C:4](=[O:5])[O:6][CH3:18])[c:7]1[cH:8][cH:9][cH:10][cH:11][cH:12]1. Starting materials: CC(C)(C)C1=C(C(=CC(=C1)S)C(C)(C)C)O (2,6-bis(1,1-dimethylethyl)-4-mercaptophenol), CC(C(=O)N1CCCC1)=C (1-(2-methyl-1-oxo-2-propenyl)pyrrolidine). Run in C1(=CC=CC=C1)C (toluene). Yields the product CC(C)(C)C=1C=C(C=C(C1O)C(C)(C)C)SCC(C(=O)N1CCCC1)C (1-[3-[[3,5-bis(1,1-dimethylethyl)-4-hydroxyphenyl]thio]-2-methyl-1-oxopropyl]pyrrolidine). The yield is 21.5%. As a reaction SMILES: [CH3:1][C:2]([C:5]1[CH:10]=[C:9]([SH:11])[CH:8]=[C:7]([C:12]([CH3:15])([CH3:14])[CH3:13])[C:6]=1[OH:16])([CH3:4])[CH3:3].[CH3:17][C:18](=[CH2:26])[C:19]([N:21]1[CH2:25][CH2:24][CH2:23][CH2:22]1)=[O:20]>C1(C)C=CC=CC=1>[CH3:4][C:2]([C:5]1[CH:10]=[C:9]([S:11][CH2:17][CH:18]([CH3:26])[C:19]([N:21]2[CH2:25][CH2:24][CH2:23][CH2:22]2)=[O:20])[CH:8]=[C:7]([C:12]([CH3:15])([CH3:14])[CH3:13])[C:6]=1[OH:16])([CH3:1])[CH3:3]. Procedure: Following the procedure of Example 4, 2,6-bis(1,1-dimethylethyl)-4-mercaptophenol (2.0 g, 0.008 mole) and 1-(2-methyl-1-oxo-2-propenyl)pyrrolidine (1.1 g, 0.008 mole) were dissolved in toluene (20 ml) under an argon atmosphere and refluxed for 24 hours. The solvent was removed and the product purified by chromatography on silica, and recrystallized from hexane to yield the product as a white solid (0.65 g), m.p. 125°-126° C. The reactants are Cl.Cl.C(C1=CC=CC=C1)(C1=CC=CC=C1)C1CN(CCN1)CC1=C(C=CC=C1)OC (3-benzhydryl-1-(2-methoxybenzyl)piperazine dihydrochloride), BrCC(=O)N (bromoacetamide), C([O-])([O-])=O.[K+].[K+] (potassium carbonate). Run in CN(C=O)C (N,N-dimethylformamide). Run at time 18 hour. Product: Cl.Cl.C(C1=CC=CC=C1)(C1=CC=CC=C1)C1N(CCN(C1)CC1=C(C=CC=C1)OC)CC(N)=O (2-benzhydryl-1-carbamoylmethyl-4-(2-methoxybenzyl) piperazine dihydrochloride). The yield is 86.1%. RXN SMILES: [ClH:1].Cl.[CH:3]([CH:16]1[NH:21][CH2:20][CH2:19][N:18]([CH2:22][C:23]2[CH:28]=[CH:27][CH:26]=[CH:25][C:24]=2[O:29][CH3:30])[CH2:17]1)([C:10]1[CH:15]=[CH:14][CH:13]=[CH:12][CH:11]=1)[C:4]1[CH:9]=[CH:8][CH:7]=[CH:6][CH:5]=1.Br[CH2:32][C:33]([NH2:35])=[O:34].C(=O)([O-])[O-].[K+].[K+]>CN(C)C=O>[ClH:1].[ClH:1].[CH:3]([CH:16]1[CH2:17][N:18]([CH2:22][C:23]2[CH:28]=[CH:27][CH:26]=[CH:25][C:24]=2[O:29][CH3:30])[CH2:19][CH2:20][N:21]1[CH2:32][C:33](=[O:34])[NH2:35])([C:10]1[CH:11]=[CH:12][CH:13]=[CH:14][CH:15]=1)[C:4]1[CH:9]=[CH:8][CH:7]=[CH:6][CH:5]=1 |f:0.1.2,4.5.6,8.9.10|. Procedure: A mixture of 3-benzhydryl-1-(2-methoxybenzyl)piperazine dihydrochloride (44.5 mg), bromoacetamide (20.7 mg) and potassium carbonate (41.5 mg) in N,N-dimethylformamide (5 ml) was stirred at room temperature for 18 hours. The mixture was partitioned between ethyl acetate and 2N sodium hydroxide. The organic layer was separated, washed with brine, dried over sodium sulfate and evaporated under reduced pressure. The resulting residue was purified by column chromatography on silica gel using a mixed ... RXN SMILES: [C:34]([c:35]1[cH:36][c:37]([C:38](=[O:39])[O-:40])[cH:41][cH:42][cH:43]1)(=[O:44])[O:45][CH3:46].[CH3:56][N:57]([CH3:58])[CH:59]=[O:60].[CH3:61][CH2:62][O:63][C:64](=[O:65])[CH3:66].[CH:47]([N:48]([CH2:49][CH3:50])[CH:51]([CH3:52])[CH3:53])([CH3:54])[CH3:55].[F:1][c:2]1[cH:3][cH:4][c:5]([CH3:33])[c:6]([O:7][CH2:8][c:9]2[c:10](-[c:23]3[c:24]([O:30][CH3:31])[cH:25][c:26]([OH:29])[cH:27][cH:28]3)[cH:11][cH:12][c:13]3[c:18]2[N:17]([CH3:19])[C:16](=[O:20])[C:15]([CH3:21])([CH3:22])[NH:14]3)[cH:32]1>>[F:1][c:2]1[cH:3][cH:4][c:5]([CH3:33])[c:6]([O:7][CH2:8][c:9]2[c:10](-[c:23]3[c:24]([O:30][CH3:31])[cH:25][c:26]([O:29][C:38]([c:37]4[cH:36][c:35]([C:34](=[O:44])[O:45][CH3:46])[cH:43][cH:42][cH:41]4)=[O:39])[cH:27][cH:28]3)[cH:11][cH:12][c:13]3[c:18]2[N:17]([CH3:19])[C:16](=[O:20])[C:15]([CH3:21])([CH3:22])[NH:14]3)[cH:32]1. The reactants are COC(=O)c1cccc(C(=O)[O-])c1, CN(C)C=O, CCOC(C)=O, CCN(C(C)C)C(C)C, COc1cc(O)ccc1-c1ccc2c(c1COc1cc(F)ccc1C)N(C)C(=O)C(C)(C)N2. Yields the product COC(=O)c1cccc(C(=O)Oc2ccc(-c3ccc4c(c3COc3cc(F)ccc3C)N(C)C(=O)C(C)(C)N4)c(OC)c2)c1.